This data is from the Open Reaction Database (ORD), a public repository of structured organic reaction records. The task is: describe an organic reaction: reactants, conditions, products, and yield Reactants: BrN1C(CCC1=O)=O (N-bromosuccinimide), C(C1=CC=CC=C1)(=O)OOC(C1=CC=CC=C1)=O (benzoyl peroxide), BrCC1=C(C=C(C=C1)CBr)C#N (α,α'-dibromo-2-cyano-p-xylene), CC1=C(C=C(C=C1)C)OC (2,5-dimethylanisol), BrN1C(CCC1=O)=O (N-bromosuccinimide), C(C1=CC=CC=C1)(=O)OOC(C1=CC=CC=C1)=O (benzoyl peroxide). The solvent is C(Cl)(Cl)(Cl)Cl (carbon tetrachloride), C(Cl)(Cl)(Cl)Cl (carbon tetrachloride). The product is BrCC1=C(C=C(C(=C1)C#N)CBr)OC (α,α'-dibromo-2-methoxy-5-cyano-p-xylene). Reaction SMILES: [Br:1][CH2:2][C:3]1[CH:8]=[CH:7][C:6]([CH2:9][Br:10])=[CH:5][C:4]=1[C:11]#[N:12].BrN1[C:18](=[O:19])CCC1=O.C(OOC(=O)C1C=CC=CC=1)(=O)C1C=CC=CC=1.CC1C=CC(C)=CC=1OC>C(Cl)(Cl)(Cl)Cl>[Br:10][CH2:9][C:6]1[CH:5]=[C:4]([C:11]#[N:12])[C:3]([CH2:2][Br:1])=[CH:8][C:7]=1[O:19][CH3:18]. Reported procedure: These monomers are commercially available or can be prepared by a simple modification. A very suitable monomer is α,α'-dibromo-2-cyano-p-xylene (see formula V of FIG. 2), which can be prepared by refluxing a mixture of 2,5-dimethylbenzonitryl, N-bromosuccinimide and benzoyl peroxide in carbon tetrachloride for several hours. The solid formed is recrystallized from a mixture of petroleum ether and toluene and subsequently dried under a vacuum. Another suitable monomer is α,α'-dibromo-2-methoxy-p-...